From a dataset of the Open Reaction Database (ORD), a public repository of structured organic reaction records. describe an organic reaction: reactants, conditions, products, and yield The reactants are D4, FC=1C=C(C=O)C=CC1F (3,4-difluorobenzaldehyde), BrC=1C=C(C=NC1)O (5-bromopyridin-3-ol). Yields the product BrC=1C=C(C=NC1)OC1=C(C=C(C=O)C=C1)F (4-((5-bromopyridin-3-yl)oxy)-3-fluorobenzaldehyde). As a reaction SMILES: [F:1][C:2]1[CH:3]=[C:4]([CH:7]=[CH:8][C:9]=1F)[CH:5]=[O:6].[Br:11][C:12]1[CH:13]=[C:14]([OH:18])[CH:15]=[N:16][CH:17]=1>>[Br:11][C:12]1[CH:13]=[C:14]([O:18][C:9]2[CH:8]=[CH:7][C:4]([CH:5]=[O:6])=[CH:3][C:2]=2[F:1])[CH:15]=[N:16][CH:17]=1. Procedure: The title compound was prepared by a procedure similar to that described for D4 starting from 3,4-difluorobenzaldehyde and 5-bromopyridin-3-ol. Reactants: Cl, NO, c1ccncc1, O=C1c2cccc(-c3cnc4ccccc4c3)c2-n2cccc21. The product is Cl, ON=C1c2cccc(-c3cnc4ccccc4c3)c2-n2cccc21. As a reaction SMILES: [ClH:24].[NH2:25][OH:26].[cH:27]1[cH:28][cH:29][n:30][cH:31][cH:32]1.[n:1]1[cH:2][c:3](-[c:11]2[cH:12][cH:13][cH:14][c:15]3[c:19]2-[n:18]2[c:17]([cH:22][cH:21][cH:20]2)[C:16]3=[O:23])[cH:4][c:5]2[cH:6][cH:7][cH:8][cH:9][c:10]12>>[ClH:24].[n:1]1[cH:2][c:3](-[c:11]2[cH:12][cH:13][cH:14][c:15]3[c:19]2-[n:18]2[c:17]([cH:22][cH:21][cH:20]2)[C:16]3=[N:25][OH:26])[cH:4][c:5]2[cH:6][cH:7][cH:8][cH:9][c:10]12. Starting materials: Cl (hydrochloric acid), FC1=C(C(=O)OC)C=CC(=C1O)F (methyl 2,4-difluoro-3-hydroxy-benzoate), C([O-])([O-])=O.[K+].[K+] (potassium carbonate), solution, ClC(F)F (chlorodifluoromethane). Solvent: CN(C=O)C (N,N-dimethylformamide), O (water), C(C)(=O)OCC (ethyl acetate), CN(C=O)C (N,N-dimethylformamide). The product is FC1=C(C(=O)OC)C=CC(=C1OC(F)F)F (methyl 2,4-difluoro-3-difluoromethoxybenzoate). RXN SMILES: [F:1][C:2]1[C:11]([OH:12])=[C:10]([F:13])[CH:9]=[CH:8][C:3]=1[C:4]([O:6][CH3:7])=[O:5].C(=O)([O-])[O-].[K+].[K+].Cl[CH:21]([F:23])[F:22].Cl>CN(C)C=O.O.C(OCC)(=O)C>[F:1][C:2]1[C:11]([O:12][CH:21]([F:23])[F:22])=[C:10]([F:13])[CH:9]=[CH:8][C:3]=1[C:4]([O:6][CH3:7])=[O:5] |f:1.2.3|. Procedure: In 20 ml of N,N-dimethylformamide was dissolved 1.00 g of methyl 2,4-difluoro-3-hydroxy-benzoate, followed by adding thereto 0.88 g of potassium carbonate and then 12 ml of a 6 M solution of chlorodifluoromethane in N,N-dimethylformamide, and the resulting mixture was stirred in a sealed tube at 120-130° C. for 2.5 hours. The reaction mixture was added to a mixed solvent of 100 ml of ethyl acetate and 200 ml of water and the pH was adjusted to 2 with 6N hydrochloric acid, after which the organic... Reactants: O=C([O-])O, CCOC(=O)Cc1ccc(B2OC(C)(C)C(C)(C)O2)cc1, [Na+], Cc1noc(-c2ccc(Br)cc2)c1NC(=O)OC(C)c1ccccc1. The product is CCOC(=O)Cc1ccc(-c2ccc(-c3onc(C)c3NC(=O)OC(C)c3ccccc3)cc2)cc1. RXN SMILES: [C:47](=[O:48])([OH:49])[O-:50].[CH2:26]([CH3:27])[O:28][C:29]([CH2:30][c:31]1[cH:32][cH:33][c:34]([B:37]2[O:38][C:39]([CH3:40])([CH3:41])[C:42]([CH3:43])([CH3:44])[O:45]2)[cH:35][cH:36]1)=[O:46].[Na+:51].[c:1]1([CH:7]([CH3:8])[O:9][C:10]([NH:11][c:12]2[c:13]([CH3:24])[n:14][o:15][c:16]2-[c:17]2[cH:18][cH:19][c:20]([Br:23])[cH:21][cH:22]2)=[O:25])[cH:2][cH:3][cH:4][cH:5][cH:6]1>>[c:1]1([CH:7]([CH3:8])[O:9][C:10]([NH:11][c:12]2[c:13]([CH3:24])[n:14][o:15][c:16]2-[c:17]2[cH:18][cH:19][c:20](-[c:34]3[cH:33][cH:32][c:31]([CH2:30][C:29]([O:28][CH2:26][CH3:27])=[O:46])[cH:36][cH:35]3)[cH:21][cH:22]2)=[O:25])[cH:2][cH:3][cH:4][cH:5][cH:6]1. Yields the product NC1=NC=CC(=C1C#N)C (2-amino-3-cyano-4-methylpyridine). Reported procedure: A solution of about 6.1 grams (0.038 mole) of a mixture of 1,1-dicyano-4-ethoxy-3-methyl-1,3-butadiene and 1,1-dicyano-4,4-diethoxy-3-methyl-1-butene in 200 mL of saturated methanolic ammonia is stirred at ambient temperature for about 15 hours. After this time the solvent is removed under reduced pressure, and the residue is partitioned between 160 mL of aqueous 1N hydrochloric acid and 160 mL of ethyl acetate. The aqueous layer is separated and poured into 160 mL of an aqueous solution saturat... As a reaction SMILES: [C:1]([C:3]([C:11]#[N:12])=[CH:4][C:5]([CH3:10])=COCC)#[N:2].[C:13](C(C#N)=CC(C)C(OCC)OCC)#N.[NH3:28]>>[NH2:28][C:11]1[C:3]([C:1]#[N:2])=[C:4]([CH3:13])[CH:5]=[CH:10][N:12]=1. The reactants are mixture, C(#N)C(=CC(=COCC)C)C#N (1,1-dicyano-4-ethoxy-3-methyl-1,3-butadiene), C(#N)C(=CC(C(OCC)OCC)C)C#N (1,1-dicyano-4,4-diethoxy-3-methyl-1-butene), N (ammonia).